Dataset: the Open Reaction Database (ORD), a public repository of structured organic reaction records. Task: describe an organic reaction: reactants, conditions, products, and yield Starting materials: CO.C(Cl)Cl (MeOH DCM), O=C1CNC(N1C(C(=O)O)CC1=CC=CC=C1)=S (2-(5-oxo-2-thioxoimidazolidin-1-yl)-3-phenylpropanoic acid), O(C)C1=CC=C(C=C1)C1=CC=C(S1)C=O (5-(4-methoxylphenyl)thiophene-2-carbaldehyde), NCCC(=O)O (β-alanine). Run in C(C)(=O)O (acetic acid). Reaction conditions: temperature 170 celsius. The product is COC1=CC=C(C=C1)C1=CC=C(S1)C=C1NC(N(C1=O)C(C(=O)O)CC1=CC=CC=C1)=S (2-(4-((5-(4-Methoxyphenyl)thiophen-2-yl)methylene)-5-oxo-2-thioxoimidazolidin-1-yl)-3-phenylpropanoic acid). RXN SMILES: [O:1]=[C:2]1[N:6]([CH:7]([CH2:11][C:12]2[CH:17]=[CH:16][CH:15]=[CH:14][CH:13]=2)[C:8]([OH:10])=[O:9])[C:5](=[S:18])[NH:4][CH2:3]1.[O:19]([C:21]1[CH:26]=[CH:25][C:24]([C:27]2[S:31][C:30]([CH:32]=O)=[CH:29][CH:28]=2)=[CH:23][CH:22]=1)[CH3:20].NCCC(O)=O.CO.C(Cl)Cl>C(O)(=O)C>[CH3:20][O:19][C:21]1[CH:22]=[CH:23][C:24]([C:27]2[S:31][C:30]([CH:32]=[C:3]3[C:2](=[O:1])[N:6]([CH:7]([CH2:11][C:12]4[CH:17]=[CH:16][CH:15]=[CH:14][CH:13]=4)[C:8]([OH:10])=[O:9])[C:5](=[S:18])[NH:4]3)=[CH:29][CH:28]=2)=[CH:25][CH:26]=1 |f:3.4|. Procedure details: To a mixture of 2-(5-oxo-2-thioxoimidazolidin-1-yl)-3-phenylpropanoic acid (0.080 g, 0.303 mmol) and 5-(4-methoxylphenyl)thiophene-2-carbaldehyde (0.066 g, 0.303 mmol) in acetic acid 5 mL is added β-alanine (2.69 mg, 0.030 mmol) and heat to 170° C. for 30 min under microwave irradiation. The resulting reaction mixture is cooled down and the solvent is removed. The pure product (0.075 g, 0.162 mmol, red solid) is obtained by column chromatography using MeOH/DCM, 2-7% ration solvent system. 1H-NMR... Reactants: CC(C)(C)OP(=O)([O-])OC(C)(C)C, CCCC[N+](CCCC)(CCCC)CCCC, COc1ccc(Cl)cc1C1(F)C(=O)N(C(=O)OCI)c2cc(C(F)(F)F)ccc21, C1CCOC1. The product is COc1ccc(Cl)cc1C1(F)C(=O)N(C(=O)OCOP(=O)(OC(C)(C)C)OC(C)(C)C)c2cc(C(F)(F)F)ccc21. RXN SMILES: [C:30]([CH3:31])([CH3:32])([CH3:33])[O:34][P:35](=[O:36])([O:37][C:38]([CH3:39])([CH3:40])[CH3:41])[O-:42].[CH2:43]([N+:44]([CH2:45][CH2:46][CH2:47][CH3:48])([CH2:49][CH2:50][CH2:51][CH3:52])[CH2:53][CH2:54][CH2:55][CH3:56])[CH2:57][CH2:58][CH3:59].[I:1][CH2:2][O:3][C:4](=[O:5])[N:6]1[C:7](=[O:29])[C:8]([F:19])([c:20]2[c:21]([O:27][CH3:28])[cH:22][cH:23][c:24]([Cl:26])[cH:25]2)[c:9]2[cH:10][cH:11][c:12]([C:15]([F:16])([F:17])[F:18])[cH:13][c:14]21.[O:60]1[CH2:61][CH2:62][CH2:63][CH2:64]1>>[CH2:2]([O:3][C:4](=[O:5])[N:6]1[C:7](=[O:29])[C:8]([F:19])([c:20]2[c:21]([O:27][CH3:28])[cH:22][cH:23][c:24]([Cl:26])[cH:25]2)[c:9]2[cH:10][cH:11][c:12]([C:15]([F:16])([F:17])[F:18])[cH:13][c:14]21)[O:42][P:35]([O:34][C:30]([CH3:31])([CH3:32])[CH3:33])(=[O:36])[O:37][C:38]([CH3:39])([CH3:40])[CH3:41]. The reactants are C(C)OCC(=O)O (ethoxyacetic acid), C(C)(=O)OC\1C(CCC(CC(=O)OC(C(/C=C1)C)\C(=C\C=C\C(CC1C(C(C(CC)OC(C)OCC)C)O1)C)\C)O)(C)OC(C)OCC ((8E,12E,14E)-7-acetoxy-6,21-di(1-ethoxyethoxy)-3-hydroxy-6,10,12,16,20-pentamethyl-18,19-epoxytricosa-8,12,14-trien-11-olide), C1(CCCCC1)N=C=NC1CCCCC1 (dicyclohexylcarbodiimide), CN(C)C1=NC=CC=C1 (dimethylaminopyridine). Run in ClCCl (dichloromethane), C(C)(=O)OCC (ethyl acetate). Reaction conditions: time 6 hour. Product: C(C)(=O)OC\1C(CCC(CC(=O)OC(C(/C=C1)C)\C(=C\C=C\C(CC1C(C(C(CC)OC(C)OCC)C)O1)C)\C)OC(COCC)=O)(C)OC(C)OCC ((8E,12E,14E)-7-Acetoxy-3-ethoxyacetoxy-6,21-bis(1-ethoxyethoxy)-6,10,12,16,20-pentamethyl-18,19-epoxytricosa-8,12,14-trien-11-olide). Yield: 89.6%. RXN SMILES: [CH2:1]([O:3][CH2:4][C:5]([OH:7])=[O:6])[CH3:2].[C:8]([O:11][CH:12]1[C:13]([O:50][CH:51]([O:53][CH2:54][CH3:55])[CH3:52])([CH3:49])[CH2:14][CH2:15][CH:16](O)[CH2:17][C:18]([O:20][CH:21](/[C:26](/[CH3:47])=[CH:27]/[CH:28]=[CH:29]/[CH:30]([CH3:46])[CH2:31][CH:32]2[O:45][CH:33]2[CH:34]([CH3:44])[CH:35]([O:38][CH:39]([O:41][CH2:42][CH3:43])[CH3:40])[CH2:36][CH3:37])[CH:22]([CH3:25])[CH:23]=[CH:24]1)=[O:19])(=[O:10])[CH3:9].C1(N=C=NC2CCCCC2)CCCCC1.CN(C1C=CC=CN=1)C>ClCCl.C(OCC)(=O)C>[C:8]([O:11][CH:12]1[C:13]([O:50][CH:51]([O:53][CH2:54][CH3:55])[CH3:52])([CH3:49])[CH2:14][CH2:15][CH:16]([O:6][C:5](=[O:7])[CH2:4][O:3][CH2:1][CH3:2])[CH2:17][C:18]([O:20][CH:21](/[C:26](/[CH3:47])=[CH:27]/[CH:28]=[CH:29]/[CH:30]([CH3:46])[CH2:31][CH:32]2[O:45][CH:33]2[CH:34]([CH3:44])[CH:35]([O:38][CH:39]([O:41][CH2:42][CH3:43])[CH3:40])[CH2:36][CH3:37])[CH:22]([CH3:25])[CH:23]=[CH:24]1)=[O:19])(=[O:10])[CH3:9]. Reported procedure: A solution of ethoxyacetic acid (8.2 mg, 0.079 mmol) in dichloromethane (1.6 mL) was added to (8E,12E,14E)-7-acetoxy-6,21-di(1-ethoxyethoxy)-3-hydroxy-6,10,12,16,20-pentamethyl-18,19-epoxytricosa-8,12,14-trien-11-olide (13 mg, 0.016 mmol) at room temperature, and dicyclohexylcarbodiimide (20 mg, 0.094 mmol) and dimethylaminopyridine (1.9 mg, 0.016 mmol) were further added at room temperature. The mixture was stirred at room temperature for 6 hours. The reaction solution was diluted with ethyl ac... Starting materials: O (water), C(C)S(=O)(=O)Cl (Ethylsulfonyl chloride), FC1=C(OC2=C(C=C(C=N2)N)B2OC(C(O2)(C)C)(C)C)C=CC(=C1)F (6-(2,4-difluorophenoxy)-5-(4,4,5,5-tetramethyl-1,3,2-dioxaborolan-2-yl)pyridin-3-amine), N1=CC=CC=C1 (pyridine). Solvent: C(Cl)Cl (DCM). Run at time 12 hour. The product is FC1=C(OC2=C(C=C(C=N2)NS(=O)(=O)CC)B2OC(C(O2)(C)C)(C)C)C=CC(=C1)F (N-[6-(2,4-difluorophenoxy)-5-(4,4,5,5-tetramethyl-1,3,2-dioxaborolan-2-yl)pyridin-3-yl]ethanesulfonamide). Yield: 82.2%. As a reaction SMILES: [CH2:1]([S:3](Cl)(=[O:5])=[O:4])[CH3:2].[F:7][C:8]1[CH:30]=[C:29]([F:31])[CH:28]=[CH:27][C:9]=1[O:10][C:11]1[N:16]=[CH:15][C:14]([NH2:17])=[CH:13][C:12]=1[B:18]1[O:22][C:21]([CH3:24])([CH3:23])[C:20]([CH3:26])([CH3:25])[O:19]1.N1C=CC=CC=1.O>C(Cl)Cl>[F:7][C:8]1[CH:30]=[C:29]([F:31])[CH:28]=[CH:27][C:9]=1[O:10][C:11]1[N:16]=[CH:15][C:14]([NH:17][S:3]([CH2:1][CH3:2])(=[O:5])=[O:4])=[CH:13][C:12]=1[B:18]1[O:22][C:21]([CH3:23])([CH3:24])[C:20]([CH3:25])([CH3:26])[O:19]1. Procedure: Ethylsulfonyl chloride (50 uL, 52 mmol) was added to a stirred solution of 6-(2,4-difluorophenoxy)-5-(4,4,5,5-tetramethyl-1,3,2-dioxaborolan-2-yl)pyridin-3-amine (163 mg, 0.5 mmol) and pyridine (113 uL) in DCM (2.4 mL) at 0° C. under nitrogen. After the mixture was allowed to warm to rt and stir for 12 h, it was treated with water (15 mL) and extracted with DCM (3×15 mL); the combined organic extracts were washed with saturated bicarbonate solution (aq), dried over sodium sulfate, filtered and c... Reactants: C1(CCCCC1)PC1CCCCC1 (dicyclohexylphosphine), C1(C=CCCC1)=O (2-cyclohexen-1-one). Conditions: temperature 60 celsius. Product: C1(CCCCC1)P(C1CC(CCC1)=O)C1CCCCC1 (3-(dicyclohexylphosphino)cyclohexan-1-one). RXN SMILES: [CH:1]1([PH:7][CH:8]2[CH2:13][CH2:12][CH2:11][CH2:10][CH2:9]2)[CH2:6][CH2:5][CH2:4][CH2:3][CH2:2]1.[C:14]1(=[O:20])[CH2:19][CH2:18][CH2:17][CH:16]=[CH:15]1>>[CH:8]1([P:7]([CH:1]2[CH2:2][CH2:3][CH2:4][CH2:5][CH2:6]2)[CH:16]2[CH2:17][CH2:18][CH2:19][C:14](=[O:20])[CH2:15]2)[CH2:9][CH2:10][CH2:11][CH2:12][CH2:13]1. Procedure details: A 250 ml round-bottomed flask fitted with a condenser, nitrogen purge, and addition funnel was charged with a solution of 89.7 g (0.45 mol) dicyclohexylphosphine and heated to 60° C. with stirring. To the flask was added 50.8 g (0.53 mol) 2-cyclohexen-1-one over a period of 0.5 hour. When addition was complete, the temperature of the contents of the flask was slowly raised to 90° C. and maintained at that temperature for 6 hours, then cooled. Unreacted starting materials were removed by evaporat...